Dataset: the Open Reaction Database (ORD), a public repository of structured organic reaction records. Task: describe an organic reaction: reactants, conditions, products, and yield Reactants: C(=O)C1=C(C(=C(C(=O)OCC)C(=C1)C)C)NC(C1=CC=CC=C1)=O (Ethyl 4-formyl-2,6-dimethyl-3-benzoylaminobenzoate), ( II ), N (ammonia). The product is C1(=CC=CC=C1)C1=NC2=C(C(=C(C=C2C=N1)C)C(=O)OCC)C (2-phenyl-7-ethoxycarbonyl-6,8-dimethylquinazoline). Reaction SMILES: [CH:1]([C:3]1[CH:13]=[C:12]([CH3:14])[C:6]([C:7]([O:9][CH2:10][CH3:11])=[O:8])=[C:5]([CH3:15])[C:4]=1[NH:16][C:17](=O)[C:18]1[CH:23]=[CH:22][CH:21]=[CH:20][CH:19]=1)=O.[NH3:25]>>[C:18]1([C:17]2[N:25]=[CH:1][C:3]3[C:4](=[C:5]([CH3:15])[C:6]([C:7]([O:9][CH2:10][CH3:11])=[O:8])=[C:12]([CH3:14])[CH:13]=3)[N:16]=2)[CH:23]=[CH:22][CH:21]=[CH:20][CH:19]=1. Procedure details: Ethyl 4-formyl-2,6-dimethyl-3-benzoylaminobenzoate was used instead of the compound of formula (II) used in Example 1 and reacted with ammonia in the same way as in Example 1. The reaction product was chromatographed on a silica gel column in the same way as in Example 1. The solvent was evaporated, and the residue was recrystallized from diethyl ether/n-hexane to give 2-phenyl-7-ethoxycarbonyl-6,8-dimethylquinazoline having a melting point of 85° to 86° C. in a yield of 35% by weight. The reactants are FC(CN1CC2(CCN(CC2)C(=O)OC(C)(C)C)OC(C1)C1=C(C=NN1)C)F (tert-butyl 8-(2,2-difluoroethyl)-10-(4-methyl-1H-pyrazol-5-yl)-11-oxa-3,8-diazaspiro[5.5]undecane-3-carboxylate), Cl (HCl), Cl.FC(CN1CC2(CCNCC2)OC(C1)C1=C(C=NN1)C)F (8-(2,2-difluoroethyl)-10-(4-methyl-1H-pyrazol-5-yl)-11-oxa-3,8-diazaspiro[5.5]undecane hydrochloride salt). Solvent: C(C)O (ethanol). Conditions: time 1 hour. The product is FC(CN1CC2(CCNCC2)OC(C1)C1=C(C=NN1)C)F (8-(2,2-difluoroethyl)-10-(4-methyl-1H-pyrazol-5-yl)-11-oxa-3,8-diazaspiro[5.5]undecane). RXN SMILES: [F:1][CH:2]([F:28])[CH2:3][N:4]1[CH2:21][CH:20]([C:22]2[NH:26][N:25]=[CH:24][C:23]=2[CH3:27])[O:19][C:6]2([CH2:11][CH2:10][N:9](C(OC(C)(C)C)=O)[CH2:8][CH2:7]2)[CH2:5]1.Cl.Cl.FC(F)CN1CC(C2NN=CC=2C)OC2(CCNCC2)C1>C(O)C>[F:28][CH:2]([F:1])[CH2:3][N:4]1[CH2:21][CH:20]([C:22]2[NH:26][N:25]=[CH:24][C:23]=2[CH3:27])[O:19][C:6]2([CH2:7][CH2:8][NH:9][CH2:10][CH2:11]2)[CH2:5]1 |f:2.3|. Reported procedure: To tert-butyl 8-(2,2-difluoroethyl)-10-(4-methyl-1H-pyrazol-5-yl)-11-oxa-3,8-diazaspiro[5.5]undecane-3-carboxylate (80 mg, 0.20 mmol) in ethanol (0.2 mL) was added HCl (500 μL of 4 M in dioxane, 2.00 mmol) and the reaction mixture was stirred for 1 hour. The reaction mixture was concentrated in vacuo to give, 8-(2,2-difluoroethyl)-10-(4-methyl-1H-pyrazol-5-yl)-11-oxa-3,8-diazaspiro[5.5]undecane hydrochloride salt as a yellow solid. ESI-MS m/z calc. 300.2. found 301.3 (M+1)+; Retention time: 0.48...